Dataset: the Open Reaction Database (ORD), a public repository of structured organic reaction records. Task: describe an organic reaction: reactants, conditions, products, and yield The reactants are C(CCC)[Li] (n-butyllithium), solution, C(C)(=O)O (acetic acid), C(C)OC(=O)N[C@H](CO)C1=CC=CC=C1 ((S)-2-ethoxycarbonylamino-2-phenylethanol). The solvent is CCCCCC (hexane), C1CCOC1 (THF). Conditions: temperature 0 celsius. Product: C1(=CC=CC=C1)[C@@H]1NC(OC1)=O ((S)-4-phenyloxazolidin-2-one). Isolated yield 63.0%. Reaction SMILES: C([O:3][C:4]([NH:6][C@@H:7]([C:10]1[CH:15]=[CH:14][CH:13]=[CH:12][CH:11]=1)[CH2:8][OH:9])=O)C.C([Li])CCC.C(O)(=O)C>C1COCC1.CCCCCC>[C:10]1([C@H:7]2[CH2:8][O:9][C:4](=[O:3])[NH:6]2)[CH:15]=[CH:14][CH:13]=[CH:12][CH:11]=1. Procedure: To a stirred, 0° C. solution of L-phenylglycine (25.3 g, 167.4 mmol) in 60 mL of 3N aqueous NaOH was added ethyl chloroformate (8 mL) in several portions. Additional 3N aqueous NaOH (35 mL) was added to redissolve the precipitated phenylglycine, followed by ethyl chloroformate (4 mL). This process was continued with 3N aqueous NaOH (65 mL) and ethyl chloroformate (8 mL, total of 20 mL, 209 mmol) over a period of ca. 10 minutes. After stirring for 1 hour at 0° C. the solution was acidified with 6... Reactants: C1CCOC1, COc1cccc(CO)n1, CCOC(=O)C(C)(C)Cc1c(C(=O)C(C)(C)C)c2cc(O)ccn2c1C(=O)c1ccc(Cl)cc1, CC(C)OC(=O)N=NC(=O)OC(C)C, c1ccc(P(c2ccccc2)c2ccccc2)cc1. Yields the product CCOC(=O)C(C)(C)Cc1c(C(=O)C(C)(C)C)c2cc(OCc3cccc(OC)n3)ccn2c1C(=O)c1ccc(Cl)cc1. Reaction SMILES: [CH2:78]1[O:79][CH2:80][CH2:81][CH2:82]1.[CH3:35][O:36][c:37]1[cH:38][cH:39][cH:40][c:41]([CH2:43][OH:44])[n:42]1.[Cl:1][c:2]1[cH:3][cH:4][c:5]([C:8](=[O:9])[c:10]2[c:11]([CH2:26][C:27]([C:28](=[O:29])[O:30][CH2:31][CH3:32])([CH3:33])[CH3:34])[c:12]([C:20]([C:21]([CH3:22])([CH3:23])[CH3:24])=[O:25])[c:13]3[cH:14][c:15]([OH:19])[cH:16][cH:17][n:18]23)[cH:6][cH:7]1.[O:64]=[C:65]([O:66][CH:67]([CH3:68])[CH3:69])[N:70]=[N:71][C:72]([O:73][CH:74]([CH3:75])[CH3:76])=[O:77].[c:45]1([P:46]([c:47]2[cH:48][cH:49][cH:50][cH:51][cH:52]2)[c:53]2[cH:54][cH:55][cH:56][cH:57][cH:58]2)[cH:59][cH:60][cH:61][cH:62][cH:63]1>>[Cl:1][c:2]1[cH:3][cH:4][c:5]([C:8](=[O:9])[c:10]2[c:11]([CH2:26][C:27]([C:28](=[O:29])[O:30][CH2:31][CH3:32])([CH3:33])[CH3:34])[c:12]([C:20]([C:21]([CH3:22])([CH3:23])[CH3:24])=[O:25])[c:13]3[cH:14][c:15]([O:19][CH2:43][c:41]4[cH:40][cH:39][cH:38][c:37]([O:36][CH3:35])[n:42]4)[cH:16][cH:17][n:18]23)[cH:6][cH:7]1.